This data is from the Open Reaction Database (ORD), a public repository of structured organic reaction records. The task is: describe an organic reaction: reactants, conditions, products, and yield Reaction SMILES: C([O:4][C@@H:5]1[C@H:9]([O:10]C(=O)C)[C@@H:8]([CH2:14][C@@H:15]([N:37]=[N+:38]=[N-:39])[CH2:16][CH2:17][C@H:18]([NH:26][S:27]([C:30]2[CH:35]=[CH:34][C:33]([CH3:36])=[CH:32][CH:31]=2)(=[O:29])=[O:28])[C:19]([O:21][C:22]([CH3:25])([CH3:24])[CH3:23])=[O:20])[O:7][C@H:6]1[N:40]1[CH:48]=[N:47][C:46]2[C:41]1=[N:42][C:43]([NH:50][CH2:51][CH2:52][NH:53][C:54]([O:56][C:57]([CH3:60])([CH3:59])[CH3:58])=[O:55])=[N:44][C:45]=2[NH2:49])(=O)C.C(=O)([O-])[O-].[K+].[K+].C(O)(=O)C>CO>[NH2:49][C:45]1[N:44]=[C:43]([NH:50][CH2:51][CH2:52][NH:53][C:54]([O:56][C:57]([CH3:58])([CH3:59])[CH3:60])=[O:55])[N:42]=[C:41]2[C:46]=1[N:47]=[CH:48][N:40]2[C@@H:6]1[O:7][C@H:8]([CH2:14][C@@H:15]([N:37]=[N+:38]=[N-:39])[CH2:16][CH2:17][C@H:18]([NH:26][S:27]([C:30]2[CH:31]=[CH:32][C:33]([CH3:36])=[CH:34][CH:35]=2)(=[O:29])=[O:28])[C:19]([O:21][C:22]([CH3:23])([CH3:25])[CH3:24])=[O:20])[C@@H:9]([OH:10])[C@H:5]1[OH:4] |f:1.2.3|. Reactants: C(C)(=O)O[C@H]1[C@@H](O[C@@H]([C@H]1OC(C)=O)C[C@H](CC[C@@H](C(=O)OC(C)(C)C)NS(=O)(=O)C1=CC=C(C=C1)C)N=[N+]=[N-])N1C2=NC(=NC(=C2N=C1)N)NCCNC(=O)OC(C)(C)C ((2R,3R,4R,5R)-2-(6-amino-2-((2-((tert-butoxycarbonyl)amino)ethyl)amino)-9H-purin-9-yl)-5-((2S,5S)-2-azido-6-(tert-butoxy)-5-(4-methylphenylsulfonamido)-6-oxohexyl)tetrahydrofuran-3,4-diyl diacetate), C([O-])([O-])=O.[K+].[K+] (potassium carbonate), C(C)(=O)O (Acetic acid). Conditions: time 30 minute. Reported procedure: To a mixture consisting of Compound 28A in methanol is added potassium carbonate (10 molar equivalents) and the mixture stirred for 30 minutes at room temperature. Acetic acid is added to neutral pH and the solution is stirred 30 minutes. Solvent is evaporated and the mixture is partitioned between ethyl acetate and water. The organics are washed with brine, dried and evaporated. The residue is chromatographed on silica gel to obtain the title intermediate. Yields the product NC1=C2N=CN(C2=NC(=N1)NCCNC(=O)OC(C)(C)C)[C@H]1[C@@H]([C@@H]([C@H](O1)C[C@H](CC[C@@H](C(=O)OC(C)(C)C)NS(=O)(=O)C1=CC=C(C=C1)C)N=[N+]=[N-])O)O ((2S,5S)-tert-butyl 6-((2R,3S,4R,5R)-5-(6-amino-2-((2-((tert-butoxycarbonyl)amino)ethyl)amino)-9H-purin-9-yl)-3,4-dihydroxytetrahydrofuran-2-yl)-5-azido-2-(4-methylphenylsulfonamido)hexanoate). The solvent is CO (methanol). Starting materials: Cc1ccc(-c2nc3ccc(C)cn3c2CC(=O)N(C)C)cc1, Cl, [Na+], [OH-]. Product: Cc1ccc(-c2nc3ccc(C)cn3c2CC(=O)O)cc1. Reaction SMILES: [CH3:1][N:2]([CH3:3])[C:4](=[O:5])[CH2:6][c:7]1[c:8](-[c:17]2[cH:18][cH:19][c:20]([CH3:21])[cH:22][cH:23]2)[n:9][c:10]2[cH:11][cH:12][c:13]([CH3:14])[cH:15][n:16]12.[ClH:26].[Na+:25].[OH-:24]>>[C:4]([OH:5])([CH2:6][c:7]1[c:8](-[c:17]2[cH:18][cH:19][c:20]([CH3:21])[cH:22][cH:23]2)[n:9][c:10]2[cH:11][cH:12][c:13]([CH3:14])[cH:15][n:16]12)=[O:24]. The reactants are CC(C)(C)OC(=O)CBr, O=C(Nc1ccc(CCc2ccccc2)[nH]c1=O)OCc1ccccc1, CN(C)C=O, [H-], [Na+], O. Product: CC(C)(C)OC(=O)Cn1c(CCc2ccccc2)ccc(NC(=O)OCc2ccccc2)c1=O. RXN SMILES: [Br:29][CH2:30][C:31](=[O:32])[O:33][C:34]([CH3:35])([CH3:36])[CH3:37].[CH2:1]([c:2]1[cH:3][cH:4][cH:5][cH:6][cH:7]1)[O:8][C:9](=[O:10])[NH:11][c:12]1[c:13](=[O:26])[nH:14][c:15]([CH2:18][CH2:19][c:20]2[cH:21][cH:22][cH:23][cH:24][cH:25]2)[cH:16][cH:17]1.[CH3:38][N:39]([CH3:40])[CH:41]=[O:42].[H-:28].[Na+:27].[OH2:43]>>[CH2:1]([c:2]1[cH:3][cH:4][cH:5][cH:6][cH:7]1)[O:8][C:9](=[O:10])[NH:11][c:12]1[c:13](=[O:26])[n:14]([CH2:30][C:31](=[O:32])[O:33][C:34]([CH3:35])([CH3:36])[CH3:37])[c:15]([CH2:18][CH2:19][c:20]2[cH:21][cH:22][cH:23][cH:24][cH:25]2)[cH:16][cH:17]1.